From a dataset of the Open Reaction Database (ORD), a public repository of structured organic reaction records. describe an organic reaction: reactants, conditions, products, and yield The product is CC(C)(C)C(NC(=O)c1ccccc1)Nc1c(Nc2cccnc2)c(=O)c1=O. The reactants are [K+], [K+], Nc1c(Nc2cccnc2)c(=O)c1=O, O=C([O-])[O-], CC(C)(C)C(NC(=O)c1ccccc1)n1nnc2ccccc21. RXN SMILES: [K+:38].[K+:39].[NH2:1][c:2]1[c:3](=[O:14])[c:4](=[O:13])[c:5]1[NH:6][c:7]1[cH:8][n:9][cH:10][cH:11][cH:12]1.[O-:40][C:41]([O-:42])=[O:43].[n:15]1([CH:24]([C:25]([CH3:26])([CH3:27])[CH3:28])[NH:29][C:30]([c:31]2[cH:32][cH:33][cH:34][cH:35][cH:36]2)=[O:37])[c:16]2[cH:17][cH:18][cH:19][cH:20][c:21]2[n:22][n:23]1>>[NH:1]([c:2]1[c:3](=[O:14])[c:4](=[O:13])[c:5]1[NH:6][c:7]1[cH:8][n:9][cH:10][cH:11][cH:12]1)[CH:24]([C:25]([CH3:26])([CH3:27])[CH3:28])[NH:29][C:30]([c:31]1[cH:32][cH:33][cH:34][cH:35][cH:36]1)=[O:37]. Starting materials: ClC1=CC=C(N)C=C1 (4-Chloro-aniline), O=C1C(CCC1)C#N (2-Oxo-cyclopentane-carbonitrile), [Cl-].[Ca+2].[Cl-] (calcium chloride). Product: ClC1=CC=C(C=C1)NC1=C(CCC1)C#N (2-(4-Chlorophenyl) amino-cyclopentene-1-carbonitrile). As a reaction SMILES: [Cl:1][C:2]1[CH:8]=[CH:7][C:5]([NH2:6])=[CH:4][CH:3]=1.O=[C:10]1[CH2:14][CH2:13][CH2:12][CH:11]1[C:15]#[N:16].[Cl-].[Ca+2].[Cl-]>>[Cl:1][C:2]1[CH:8]=[CH:7][C:5]([NH:6][C:10]2[CH2:14][CH2:13][CH2:12][C:11]=2[C:15]#[N:16])=[CH:4][CH:3]=1 |f:2.3.4|. Procedure details: 4-Chloro-aniline (Aldrich Chemicals) (2.6 g, 20 mmol), cyanoketone (Example 11) (2.2 g, 20 mmol), calcium chloride (2.5 g, 23 mmol) and T.H.F. (30 ml) were heated under reflux for 19 hours. After being allowed to cool, the mixture was filtered and the solvent evaporated. Kugelrohr distillation (160° C., 0.3 mm Hg) gave the product as white crystals. Starting materials: C(CC)=O (propionaldehyde), CC1CCC(C(C1)OCC(=O)Cl)C(C)C (L-menthoxyacetyl chloride), C1=CC=C(C=C1)P(C2=CC=CC=C2)C3=CC=CC=C3 (PPh3), CO (CH3OH), 1-propenyl L-menthoxyacetate. Reagents/catalysts: N1=CC=CC=C1 (pyridine). Solvent: C1CCOC1 (THF). Conditions: temperature 100 celsius, time 24 hour. Product: L- and D-2-hydroxybutyric acid, CC1CCC(C(C1)OCC(=O)O)C(C)C (L-menthoxyacetic acid). As a reaction SMILES: C(=[O:4])CC.[CH3:5][CH:6]1[CH2:11][CH:10]([O:12][CH2:13][C:14](Cl)=[O:15])[CH:9]([CH:17]([CH3:19])[CH3:18])[CH2:8][CH2:7]1.C1C=CC(P(C2C=CC=CC=2)C2C=CC=CC=2)=CC=1.CO>N1C=CC=CC=1.C1COCC1>[CH3:5][CH:6]1[CH2:11][CH:10]([O:12][CH2:13][C:14]([OH:4])=[O:15])[CH:9]([CH:17]([CH3:19])[CH3:18])[CH2:8][CH2:7]1. Procedure details: 1-Propenyl L-menthoxyacetate is prepared from propionaldehyde, L-menthoxyacetyl chloride, and pyridine catalyst. A 70 mL stainless steel high pressure reactor fitted with a Pyrex glass liner and magnetic stir bar is charged with THF (5 mL), PPh3)2PdCl2 (0.05 mmol), CH3OH (0.5 mmol), and 1-propenyl L-menthoxyacetate (0.5 mmol). The reactor is sealed, pressurized to 1000 psig with CO, and stirred for 24 hours at 100° C. The product mixture, isolated after removal of gas from the reactor vessel, co...